From a dataset of the Open Reaction Database (ORD), a public repository of structured organic reaction records. describe an organic reaction: reactants, conditions, products, and yield Starting materials: CN1N=CC(=C1)C(=O)O (1-methyl-1H-pyrazole-4-carboxylic acid), CNCC (N-methylethanamine). As a reaction SMILES: [CH3:1][N:2]1[CH:6]=[C:5]([C:7]([OH:9])=O)[CH:4]=[N:3]1.[CH3:10][NH:11][CH2:12][CH3:13]>>[CH2:12]([N:11]([CH3:10])[C:7]([C:5]1[CH:4]=[N:3][N:2]([CH3:1])[CH:6]=1)=[O:9])[CH3:13]. Procedure details: This compound was prepared in the same manner as described in example 97, step a from 1-methyl-1H-pyrazole-4-carboxylic acid (1.0 g, 7.93 mmol) and N-methylethanamine (715 μl, 8.33 mmol). Yield: 995 mg (75%); off-white solid; MS: m/z=168.1 [M+H]+. The product is C(C)N(C(=O)C=1C=NN(C1)C)C (1-Methyl-1H-pyrazole-4-carboxylic acid ethyl-methyl-amide). The reactants are IC=1N=C(C=2N=C(N([C@H]3[C@H](O)[C@H](O)[C@@H](CO)O3)C2N1)NCC)N (2-iodo-8-ethylaminoadenosine), C#CCCCC (1-hexyn). Product: C(#CCCCC)C=1N=C(C=2N=C(N([C@H]3[C@H](O)[C@H](O)[C@@H](CO)O3)C2N1)NCC)N (2-(1-hexynyl)-8-ethylaminoadenosine). RXN SMILES: I[C:2]1[N:3]=[C:4]([NH2:23])[C:5]2[N:6]=[C:7]([NH:20][CH2:21][CH3:22])[N:8]([C:18]=2[N:19]=1)[C@@H:9]1[O:17][C@H:14]([CH2:15][OH:16])[C@@H:12]([OH:13])[C@H:10]1[OH:11].[CH:24]#[C:25][CH2:26][CH2:27][CH2:28][CH3:29]>>[C:24]([C:2]1[N:3]=[C:4]([NH2:23])[C:5]2[N:6]=[C:7]([NH:20][CH2:21][CH3:22])[N:8]([C:18]=2[N:19]=1)[C@@H:9]1[O:17][C@H:14]([CH2:15][OH:16])[C@@H:12]([OH:13])[C@H:10]1[OH:11])#[C:25][CH2:26][CH2:27][CH2:28][CH3:29]. Procedure: The reaction was performed with 2-iodo-8-ethylaminoadenosine (8, 67 mg, 0.15mmol) and 1-hexyn (0.73 mmol). The mixture was purified by column chromatography (EtOAc-10% MeOH in EtOAc). Yield 49 mg (0.12 mmol, 83%), mp230–232÷C; 1H NMR (DMSO-d6) δ 6.97 (t, 1H, J=4.80 Hz, NH), 6.57 (s, 2H, NH2), 5.86 (d, 1H, J=7.55 Hz, H-1′), 5.74 (t, 1H, J=4.80 Hz, OH-2′), 5.25 d, 1H, J=6.52 Hz, OH-5′), 5.15 (d, 1H, J=4.12 Hz, OH-3′), 4.57 (q, 1H, J=6.18 Hz, H-2′), 4.08 (m, 1H, H-3′), 3.95 (m, 1H, H4′), 3.64–3.60 ... Starting materials: C(C)(C)(C)OC(NC1=C(C=C(C=C1)C1=C(C=CC=C1)F)NC(CC(=O)C1=CC(=CC=C1)Br)=O)=O ({3-[3-(3-bromo-phenyl)-3-oxo-propionylamino]-2′-fluoro-biphenyl-4-yl}-carbamic acid tert-butyl ester), C(=O)(C(F)(F)F)O (TFA). Yields the product BrC=1C=C(C=CC1)C1=NC2=C(NC(C1)=O)C=C(C=C2)C2=C(C=CC=C2)F (4-(3-Bromo-phenyl)-8-(2-fluoro-phenyl)-1,3-dihydro-benzo[b][1,4]diazepin-2-one), solid. The yield is 75.0%. Reaction SMILES: C(OC(=O)[NH:7][C:8]1[CH:13]=[CH:12][C:11]([C:14]2[CH:19]=[CH:18][CH:17]=[CH:16][C:15]=2[F:20])=[CH:10][C:9]=1[NH:21][C:22](=[O:33])[CH2:23][C:24]([C:26]1[CH:31]=[CH:30][CH:29]=[C:28]([Br:32])[CH:27]=1)=O)(C)(C)C.C(O)(C(F)(F)F)=O>>[Br:32][C:28]1[CH:27]=[C:26]([C:24]2[CH2:23][C:22](=[O:33])[NH:21][C:9]3[CH:10]=[C:11]([C:14]4[CH:19]=[CH:18][CH:17]=[CH:16][C:15]=4[F:20])[CH:12]=[CH:13][C:8]=3[N:7]=2)[CH:31]=[CH:30][CH:29]=1. Procedure details: ) The title compound was prepared from the above described {3-[3-(3-bromo-phenyl)-3-oxo-propionylamino]-2′-fluoro-biphenyl-4-yl}-carbamic acid tert-butyl ester (2.15 g, 4.076 mmol, 90% purity) and TFA (15 mL) according to general procedure I step 2. Obtained as a light yellow solid (1.25 g, 75%). MS (ISP) 409.0 [(M+H)+] and 411.0 [(M+2+H)+]. The reactants are CC(C)(C)OC(=O)N1CCC(S(C)(=O)=O)CC1, [H-], [Na+], CN(C)C=O, Sc1nccs1. The product is CC(C)(C)OC(=O)N1CCC(Sc2nccs2)CC1. As a reaction SMILES: [C:9]([CH3:10])([CH3:11])([CH3:12])[O:13][C:14](=[O:15])[N:16]1[CH2:17][CH2:18][CH:19]([S:22]([CH3:23])(=[O:24])=[O:25])[CH2:20][CH2:21]1.[H-:1].[Na+:2].[O:26]=[CH:27][N:28]([CH3:29])[CH3:30].[s:3]1[c:4]([SH:8])[n:5][cH:6][cH:7]1>>[s:3]1[c:4]([S:8][CH:19]2[CH2:18][CH2:17][N:16]([C:14]([O:13][C:9]([CH3:10])([CH3:11])[CH3:12])=[O:15])[CH2:21][CH2:20]2)[n:5][cH:6][cH:7]1. Starting materials: N1=C(C=CC=C1)CN(C(C)=O)CC1=C(C=CC=C1)OCCCCCCCCCCCCCC (N-(2-Pyridinylmethyl)-N-[[2-(tetradecyloxy)phenyl]methyl]acetamide), CI (methyl iodide). Yields the product [I-].C(C)(=O)N(CC1=C(C=CC=C1)OCCCCCCCCCCCCCC)CC1=[N+](C=CC=C1)C (2-[[Acetyl[[2-(tetradecyloxy)phenyl]methyl]amino]methyl]-1-methylpyridinium iodide). Reaction SMILES: [N:1]1[CH:6]=[CH:5][CH:4]=[CH:3][C:2]=1[CH2:7][N:8]([CH2:12][C:13]1[CH:18]=[CH:17][CH:16]=[CH:15][C:14]=1[O:19][CH2:20][CH2:21][CH2:22][CH2:23][CH2:24][CH2:25][CH2:26][CH2:27][CH2:28][CH2:29][CH2:30][CH2:31][CH2:32][CH3:33])[C:9](=[O:11])[CH3:10].[CH3:34][I:35]>>[I-:35].[C:9]([N:8]([CH2:7][C:2]1[CH:3]=[CH:4][CH:5]=[CH:6][N+:1]=1[CH3:34])[CH2:12][C:13]1[CH:18]=[CH:17][CH:16]=[CH:15][C:14]=1[O:19][CH2:20][CH2:21][CH2:22][CH2:23][CH2:24][CH2:25][CH2:26][CH2:27][CH2:28][CH2:29][CH2:30][CH2:31][CH2:32][CH3:33])(=[O:11])[CH3:10] |f:2.3|. Procedure: The title compound is prepared by the procedure of Example 28 using 0.90 g of product from Example 75 and 6.19 ml of methyl iodide. The residue is purified by crystallization from methyl alcohol to give 1.135 g of the desired product as yellow crystals. The spectral data indicates the presence of 2 rotomers. Starting materials: C(C1=CC=CC=C1)OC=1C=CC(=C2C=CC(NC12)=O)C(C(O)O)=O (8-benzyloxy-5-(dihydroxyacetyl)carbostyril), COC1=CC=C(C=C1)CC(C)N (N-(2-(p-methoxyphenyl)-1-methylethyl)amine). Solvent: CS(=O)C (dimethylsulfoxide). Reaction conditions: time 1 hour. Yields the product C(C1=CC=CC=C1)OC=1C=CC(=C2C=CC(NC12)=O)C(C=NC(CC1=CC=C(C=C1)OC)C)=O (8-benzyloxy-5-{1-oxo-2-[N-(2-(p-methoxyphenyl)-1-methylethyl)imino]ethyl}carbostyril). Isolated yield 85.8%. Reaction SMILES: [CH2:1]([O:8][C:9]1[CH:10]=[CH:11][C:12]([C:20](=[O:24])[CH:21](O)O)=[C:13]2[C:18]=1[NH:17][C:16](=[O:19])[CH:15]=[CH:14]2)[C:2]1[CH:7]=[CH:6][CH:5]=[CH:4][CH:3]=1.[CH3:25][O:26][C:27]1[CH:32]=[CH:31][C:30]([CH2:33][CH:34]([NH2:36])[CH3:35])=[CH:29][CH:28]=1>CS(C)=O>[CH2:1]([O:8][C:9]1[CH:10]=[CH:11][C:12]([C:20](=[O:24])[CH:21]=[N:36][CH:34]([CH3:35])[CH2:33][C:30]2[CH:31]=[CH:32][C:27]([O:26][CH3:25])=[CH:28][CH:29]=2)=[C:13]2[C:18]=1[NH:17][C:16](=[O:19])[CH:15]=[CH:14]2)[C:2]1[CH:3]=[CH:4][CH:5]=[CH:6][CH:7]=1. Procedure: 10.84 g of 8-benzyloxy-5-(dihydroxyacetyl)carbostyril 1/3 hydrate and 5.66 g of N-(2-(p-methoxyphenyl)-1-methylethyl)amine are dissolved in 100 ml of dimethylsulfoxide, and the solution is stirred at room temperature for one hour. The mixture is extracted with chloroform, and the extract is washed with water and a saturated sodium chloride solution, successively. The chloroform solution is dried and concentrated under reduced pressure to remove solvent. The residue is crystallized with a mixture... Starting materials: C(C)(C)(C)OC(NC=1[C@@](OC[C@@](N1)(C)C1=CC(=CC=C1)N)(C(F)(F)F)C)=O ([(2R*,5R*)-5-(3-amino-phenyl)-2,5-dimethyl-2-trifluoromethyl-5,6-dihydro-2H-[1,4]oxazin-3-yl]-carbamic acid tert-butyl ester), BrC=1C=CC(=NC1)C(=O)O (5-bromo-pyridine-2-carboxylic acid), C(CCl)Cl (EDC), C1=CC2=C(N=C1)N(N=N2)O (HOAt), CCN(C(C)C)C(C)C (DIPEA). The solvent is CN(C)C=O (DMF). Conditions: temperature 25 celsius, time 2 hour. Product: C(C)(C)(C)OC(NC=1[C@@](OC([C@H](N1)C)C1=CC(=CC=C1)NC(=O)C1=NC=C(C=C1)Br)(C(F)(F)F)C)=O (((2R*,5R*)-6-{3-[(5-bromo-pyridine-2-carbonyl)-amino]-phenyl}-2,5-dimethyl-2-trifluoromethyl-5,6-dihydro-2H-[1,4]oxazin-3-yl)-carbamic acid tert-butyl ester). RXN SMILES: [C:1]([O:5][C:6](=[O:27])[NH:7][C:8]1[C@:9]([CH3:26])([C:22]([F:25])([F:24])[F:23])[O:10][CH2:11][C@:12](C2C=CC=C(N)C=2)([CH3:14])[N:13]=1)([CH3:4])([CH3:3])[CH3:2].[Br:28][C:29]1[CH:30]=[CH:31][C:32]([C:35]([OH:37])=O)=[N:33][CH:34]=1.[CH2:38](Cl)[CH2:39]Cl.[CH:42]1C=N[C:45]2N(O)N=[N:50][C:44]=2[CH:43]=1.CCN(C(C)C)C(C)C>CN(C=O)C>[C:1]([O:5][C:6](=[O:27])[NH:7][C:8]1[C@:9]([CH3:26])([C:22]([F:25])([F:24])[F:23])[O:10][CH:11]([C:39]2[CH:38]=[CH:42][CH:43]=[C:44]([NH:50][C:35]([C:32]3[CH:31]=[CH:30][C:29]([Br:28])=[CH:34][N:33]=3)=[O:37])[CH:45]=2)[C@@H:12]([CH3:14])[N:13]=1)([CH3:4])([CH3:2])[CH3:3]. Procedure: To a solution of [(2R*,5R*)-5-(3-amino-phenyl)-2,5-dimethyl-2-trifluoromethyl-5,6-dihydro-2H-[1,4]oxazin-3-yl]-carbamic acid tert-butyl ester (0.1 g, 0.253 mmol) in DMF (2.5 ml) was added 5-bromo-pyridine-2-carboxylic acid (78 mg, 0.379 mmol), EDC (0.074 g, 0.379 mmol), HOAt (0.053 g, 0.379 mmol) and DIPEA (0.083 g, 0.632 mmol) and the reaction mixture was stirred for 2 h at 25° C. After evaporation of the DMF the residue was taken up in NaH2PO4 solution and extracted with EtOAc. Combined organi... Reactants: C=O (formaldehyde), [BH4-].[Na+] (sodium borohydride), NC=1C(=NC2=CC=C(C=C2C1C(=O)O)F)C1=CC=C(C=C1)C1=CC=CC=C1 (3-amino-2-[1,1'biphenyl]-4-yl-6-fluoro-4-quinolinecarboxylic acid), C(#N)[BH3-].[Na+] (sodium cyanoborohydride). The solvent is C(C)(=O)O (acetic acid), O (water), C(C)#N (acetonitrile), C(C)(=O)O (acetic acid). Run at temperature 80 celsius, time 8 hour. Yields the product C1(=CC=C(C=C1)C1=NC2=CC=C(C=C2C(=C1N(C)C)C(=O)O)F)C1=CC=CC=C1 (2-[1,1'-Biphenyl]-4-yl-3-(dimethylamino)-6-fluoro-4-quinolinecarboxylic acid). Reaction SMILES: N[C:2]1[C:3]([C:16]2[CH:21]=[CH:20][C:19]([C:22]3[CH:27]=[CH:26][CH:25]=[CH:24][CH:23]=3)=[CH:18][CH:17]=2)=[N:4][C:5]2[C:10]([C:11]=1[C:12]([OH:14])=[O:13])=[CH:9][C:8]([F:15])=[CH:7][CH:6]=2.[CH2:28]=O.[C:30]([BH3-])#[N:31].[Na+].[BH4-].[Na+]>C(#N)C.C(O)(=O)C.O>[C:19]1([C:22]2[CH:27]=[CH:26][CH:25]=[CH:24][CH:23]=2)[CH:20]=[CH:21][C:16]([C:3]2[C:2]([N:31]([CH3:30])[CH3:28])=[C:11]([C:12]([OH:14])=[O:13])[C:10]3[C:5](=[CH:6][CH:7]=[C:8]([F:15])[CH:9]=3)[N:4]=2)=[CH:17][CH:18]=1 |f:2.3,4.5|. Procedure details: A 4 g portion of 3-amino-2-[1,1'biphenyl]-4-yl-6-fluoro-4-quinolinecarboxylic acid was dissolved in 250 ml of acetonitrile. To this was added 2.7 ml of 40% aqueous formaldehyde and the mixture was heated at 80° C. until solution was complete. A 2.1 g portion of sodium cyanoborohydride was added and the solution stirred at 20° C. for 8 hours. Glacial acetic acid was added to pH 6, then 0.69 g of sodium borohydride was added and stirring continued at 20° C. for 72 hours. The reaction mixture was p... Starting materials: C(C)OC(CCCOC1=C(C(=CC=C1)CCCCCCOC1=CC(=CC(=C1)OCC1=CC=CC=C1)C1=CC2=C(OCO2)C=C1)CCC(=O)OCC)=O (4-[3-[6-(3-benzo[1,3]dioxol-5-yl-5-benzyloxy-phenoxy)-hexyl]-2-(2-ethoxycarbonyl-ethyl)-phenoxy]-butyric acid ethyl ester), [OH-].[Na+] (sodium hydroxide). Product: O1COC2=C1C=CC(=C2)C=2C=C(OCCCCCCC=1C(=C(OCCCC(=O)O)C=CC1)CCC(=O)O)C=C(C2)OCC2=CC=CC=C2 (4-[3-[6-(3-benzo[1,3]dioxol-5-yl-5-benzyloxy-phenoxy)-hexyl]-2-(2-carboxy-ethyl)-phenoxy]-butyric acid). Isolated yield 45.4%. RXN SMILES: C([O:3][C:4](=[O:52])[CH2:5][CH2:6][CH2:7][O:8][C:9]1[CH:14]=[CH:13][CH:12]=[C:11]([CH2:15][CH2:16][CH2:17][CH2:18][CH2:19][CH2:20][O:21][C:22]2[CH:27]=[C:26]([O:28][CH2:29][C:30]3[CH:35]=[CH:34][CH:33]=[CH:32][CH:31]=3)[CH:25]=[C:24]([C:36]3[CH:44]=[CH:43][C:39]4[O:40][CH2:41][O:42][C:38]=4[CH:37]=3)[CH:23]=2)[C:10]=1[CH2:45][CH2:46][C:47]([O:49]CC)=[O:48])C.[OH-].[Na+]>>[O:40]1[C:39]2[CH:43]=[CH:44][C:36]([C:24]3[CH:23]=[C:22]([CH:27]=[C:26]([O:28][CH2:29][C:30]4[CH:35]=[CH:34][CH:33]=[CH:32][CH:31]=4)[CH:25]=3)[O:21][CH2:20][CH2:19][CH2:18][CH2:17][CH2:16][CH2:15][C:11]3[C:10]([CH2:45][CH2:46][C:47]([OH:49])=[O:48])=[C:9]([CH:14]=[CH:13][CH:12]=3)[O:8][CH2:7][CH2:6][CH2:5][C:4]([OH:52])=[O:3])=[CH:37][C:38]=2[O:42][CH2:41]1 |f:1.2|. Procedure details: A similar procedure as described in Example 43, step 5 was used, starting from 4-[3-[6-(3-benzo[1,3]dioxol-5-yl-5-benzyloxy-phenoxy)-hexyl]-2-(2-ethoxycarbonyl-ethyl)-phenoxy]-butyric acid ethyl ester (254 mg, 0.36 mmol) and 1.0 N aqueous sodium hydroxide (5 mL) to afford 4-[3-[6-(3-benzo[1,3]dioxol-5-yl-5-benzyloxy-phenoxy)-hexyl]-2-(2-carboxy-ethyl)-phenoxy]-butyric acid (107 mg, 46%) as an amorphous off-white solid: ES(+)-HRMS m/e calcd for C39H42O9 (M+Na)+ 677.2721. found 677.2718.